describe an organic reaction: reactants, conditions, products, and yield From a dataset of the Open Reaction Database (ORD), a public repository of structured organic reaction records. The reactants are OCC=1C(N(CCC1C1=CC(=CC=C1)OC)C)=O (3-Hydroxymethyl-4-(3'-methoxyphenyl)-1-methyl-5,6-dihydro-2-pyridone), C(C)(OC)(OC)OC (trimethyl orthoacetate), C(C(C)(C)C)(=O)O (pivalic acid). Run in COCCOCCOC (diglyme). Yields the product COC(=O)CC1(C(C(N(CC1)C)=O)=C)C1=CC(=CC=C1)OC (4-methoxycarbonylmethyl-4-(3'-methoxyphenyl)-1-methyl-3-methylene-2-piperidone). RXN SMILES: O[CH2:2][C:3]1[C:4](=[O:18])[N:5]([CH3:17])[CH2:6][CH2:7][C:8]=1[C:9]1[CH:14]=[CH:13][CH:12]=[C:11]([O:15][CH3:16])[CH:10]=1.[C:19](OC)([O:23]C)([O:21][CH3:22])[CH3:20].C(O)(=O)C(C)(C)C>COCCOCCOC>[CH3:22][O:21][C:19]([CH2:20][C:8]1([C:9]2[CH:14]=[CH:13][CH:12]=[C:11]([O:15][CH3:16])[CH:10]=2)[CH2:7][CH2:6][N:5]([CH3:17])[C:4](=[O:18])[C:3]1=[CH2:2])=[O:23]. Procedure: The allylic alcohol 27 of Example 9 (1.22 g, 4.96 mmol), trimethyl orthoacetate (5.52 g, 46 mmol), and pivalic acid (25 mg, 0.50 mmol) were placed in diglyme (25 mL) and refluxed at 155°-160° C. (internal) with fractionation to remove CH3OH. after 18 h the solvents were evaporated and the residue distilled [bp 175°-185° C. (0.15 mm)] to return 1.21 g (80%) of methyl ester 28. Upon standing the ester crystallized: mp 85°-86° C.; NMR δ7.30 (m, 1H), 6.86 (m, 4H), 6.65 (s, 1H), 5.57 (s, 1H), 3.76 (s... Starting materials: CO, [Na+], [OH-], CC(C)(C)c1noc(N(S(=O)(=O)c2ccccc2)S(=O)(=O)c2ccccc2)c1Br. Yields the product CC(C)(C)c1noc(NS(=O)(=O)c2ccccc2)c1Br. RXN SMILES: [CH3:32][OH:33].[Na+:31].[OH-:30].[c:1]1([S:7](=[O:8])(=[O:9])[N:10]([S:11]([c:12]2[cH:13][cH:14][cH:15][cH:16][cH:17]2)(=[O:18])=[O:19])[c:20]2[c:21]([Br:29])[c:22]([C:25]([CH3:26])([CH3:27])[CH3:28])[n:23][o:24]2)[cH:2][cH:3][cH:4][cH:5][cH:6]1>>[c:1]1([S:7](=[O:8])(=[O:9])[NH:10][c:20]2[c:21]([Br:29])[c:22]([C:25]([CH3:26])([CH3:27])[CH3:28])[n:23][o:24]2)[cH:2][cH:3][cH:4][cH:5][cH:6]1. Reactants: FC1=CC=C(C=C1)C(O)(C1CCNCC1)C1=CC=C(C=C1)F (α,α-bis(4-fluorophenyl)-4-piperidinemethanol), COC(C1=CC(=C(C=C1)OCCCCl)OC)=O (4-(3-chloropropoxy)-3-methoxybenzoic acid methyl ester), C([O-])([O-])=O.[Na+].[Na+] (sodium carbonate), [I-].[K+] (potassium iodide). The solvent is CN(C=O)C (dimethylformamide). Product: COC(C1=CC(=C(C=C1)OCCCN1CCC(CC1)C(O)(C1=CC=C(C=C1)F)C1=CC=C(C=C1)F)OC)=O (4-[3-[4-[Bis(4-fluorophenyl)hydroxymethyl]-1-piperidinyl]propoxy]-3-methoxybenzoic acid methyl ester). Reaction SMILES: [F:1][C:2]1[CH:7]=[CH:6][C:5]([C:8]([C:16]2[CH:21]=[CH:20][C:19]([F:22])=[CH:18][CH:17]=2)([CH:10]2[CH2:15][CH2:14][NH:13][CH2:12][CH2:11]2)[OH:9])=[CH:4][CH:3]=1.[CH3:23][O:24][C:25](=[O:39])[C:26]1[CH:31]=[CH:30][C:29]([O:32][CH2:33][CH2:34][CH2:35]Cl)=[C:28]([O:37][CH3:38])[CH:27]=1.C(=O)([O-])[O-].[Na+].[Na+].[I-].[K+]>CN(C)C=O>[CH3:23][O:24][C:25](=[O:39])[C:26]1[CH:31]=[CH:30][C:29]([O:32][CH2:33][CH2:34][CH2:35][N:13]2[CH2:12][CH2:11][CH:10]([C:8]([C:16]3[CH:17]=[CH:18][C:19]([F:22])=[CH:20][CH:21]=3)([C:5]3[CH:6]=[CH:7][C:2]([F:1])=[CH:3][CH:4]=3)[OH:9])[CH2:15][CH2:14]2)=[C:28]([O:37][CH3:38])[CH:27]=1 |f:2.3.4,5.6|. Reported procedure: A mixture of α,α-bis(4-fluorophenyl)-4-piperidinemethanol (6.0 g, 0.02 mole), 4-(3-chloropropoxy)-3-methoxybenzoic acid methyl ester (5.4 g, 0.021 mole), anhydrous sodium carbonate (7.4 g, 0.07 mole), and potassium iodide (0.3 g) in 150 ml of dimethylformamide was heated on a steam bath for about 20 hr. The mixture was concentrated under reduced pressure, and the residue was partitioned between water and organic solvent (benzene). The organic layer was washed with water and brine and dried over ... Reactants: COc1ccc2cc(Br)ccc2c1, [Li]CCCC, C1CCOC1, CCCCCC, O=Cc1cn(C(c2ccccc2)(c2ccccc2)c2ccccc2)cn1, O=C(O)CC(O)(CC(=O)O)C(=O)O. Product: COc1ccc2cc(C(O)c3cn(C(c4ccccc4)(c4ccccc4)c4ccccc4)cn3)ccc2c1. Reaction SMILES: [Br:1][c:2]1[cH:3][c:4]2[cH:5][cH:6][c:7]([O:12][CH3:13])[cH:8][c:9]2[cH:10][cH:11]1.[CH2:14]([Li:15])[CH2:16][CH2:17][CH3:18].[CH2:58]1[O:59][CH2:60][CH2:61][CH2:62]1.[CH3:63][CH2:64][CH2:65][CH2:66][CH2:67][CH3:68].[CH:19](=[O:20])[c:21]1[n:22][cH:23][n:24]([C:26]([c:27]2[cH:28][cH:29][cH:30][cH:31][cH:32]2)([c:33]2[cH:34][cH:35][cH:36][cH:37][cH:38]2)[c:39]2[cH:40][cH:41][cH:42][cH:43][cH:44]2)[cH:25]1.[OH:45][C:46]([CH2:47][C:48]([C:49](=[O:50])[OH:51])([CH2:52][C:53](=[O:54])[OH:55])[OH:56])=[O:57]>>[c:2]1([CH:19]([OH:20])[c:21]2[n:22][cH:23][n:24]([C:26]([c:27]3[cH:28][cH:29][cH:30][cH:31][cH:32]3)([c:33]3[cH:34][cH:35][cH:36][cH:37][cH:38]3)[c:39]3[cH:40][cH:41][cH:42][cH:43][cH:44]3)[cH:25]2)[cH:3][c:4]2[cH:5][cH:6][c:7]([O:12][CH3:13])[cH:8][c:9]2[cH:10][cH:11]1. Starting materials: ClC=1C=C(C(=NC1)C(=O)O)OC (5-chloro-3-methoxypicolinic acid), COC1=CC=2NC=NC(C2N=C1)=O (7-methoxypyrido[3,2-d]pyrimidin-4(1H)-one). Product: ClC=1C2=C(N=CN1)C=C(C=N2)OC (4-Chloro-7-methoxypyrido[3,2-d]pyrimidine). RXN SMILES: [Cl:1]C1C=C(OC)C(C(O)=O)=NC=1.[CH3:13][O:14][C:15]1[CH:24]=[N:23][C:22]2[C:21](=O)[N:20]=[CH:19][NH:18][C:17]=2[CH:16]=1>>[Cl:1][C:21]1[C:22]2[N:23]=[CH:24][C:15]([O:14][CH3:13])=[CH:16][C:17]=2[N:18]=[CH:19][N:20]=1. Procedure: Using an analogous reaction to that described for Intermediate 14, step 3, 7-methoxypyrido[3,2-d]pyrimidin-4(1H)-one was converted to the title compound. LC/MS (ESI+) m/z=196 (M+H). Reactants: C1(CC1)N1C=C(C(C2=C(C(=C(C(=C12)OC)F)F)[N+](=O)[O-])=O)C(=O)OCC (ethyl 1-cyclopropyl-6,7-difluoro-1,4-dihydro-8-methoxy-5-nitro-4-oxoquinoline-3-carboxylate), cuprous iodide, C1CCOC1 (THF), C1CCOC1 (THF), ice water, Cl (HCl). Run in C[Mg]Cl (methylmagnesium chloride). Conditions: temperature -78 celsius, time 1 hour. The product is C1(CC1)N1C(C(C(C2=C(C(=C(C(=C12)OC)F)F)[N+](=O)[O-])=O)C(=O)OCC)C (ethyl 1-cyclopropyl-6,7-difluoro-1,2,3,4-tetrahydro-8-methoxy-2-methyl-5-nitro-4-oxoquinoline-3-carboxylate). Isolated yield 55.0%. RXN SMILES: [CH:1]1([N:4]2[C:13]3[C:8](=[C:9]([N+:18]([O-:20])=[O:19])[C:10]([F:17])=[C:11]([F:16])[C:12]=3[O:14][CH3:15])[C:7](=[O:21])[C:6]([C:22]([O:24][CH2:25][CH3:26])=[O:23])=[CH:5]2)[CH2:3][CH2:2]1.Cl.[CH2:28]1COCC1>C[Mg]Cl>[CH:1]1([N:4]2[C:13]3[C:8](=[C:9]([N+:18]([O-:20])=[O:19])[C:10]([F:17])=[C:11]([F:16])[C:12]=3[O:14][CH3:15])[C:7](=[O:21])[CH:6]([C:22]([O:24][CH2:25][CH3:26])=[O:23])[CH:5]2[CH3:28])[CH2:2][CH2:3]1. Reported procedure: To a stirred solution of ethyl 1-cyclopropyl-6,7-difluoro-1,4-dihydro-8-methoxy-5-nitro-4-oxoquinoline-3-carboxylate (2.50 g, 6.79 mmol) and cuprous iodide (389 mg, 2.04 mmol) in THF (70 mL), 3 M methylmagnesium chloride in THF (3.40 mL, 10.2 mmol) was added under argon atmosphere at −78° C. After stirred at −78° C. for 1 h and at room temperature for 1 h, the reaction mixture was poured into ice-water (300 mL) and concentrated HCl (30 mL) was added to stirred for 30 min. The crude product was e...